From a dataset of the Open Reaction Database (ORD), a public repository of structured organic reaction records. describe an organic reaction: reactants, conditions, products, and yield Reactants: CS(=O)(=O)C1=CC=C(C=C1)C=1C(=C2C=CC(=CC2=CC1)O)OC1=CC=C(C=C1)OCCN1CCCCC1 (6-(4-Methanesulfonyl-phenyl)-5-[4-(2-piperidin-1-yl-ethoxy)-phenoxy]-naphthalen-2-ol), 3A-ethanol, CS(=O)(=O)O (methanesulfonic acid). The solvent is 3A-ethanol, C(C)(=O)OCC (ethyl acetate). Reaction conditions: time 1 hour. The product is CS(=O)(=O)OC1=CC2=CC=C(C(=C2C=C1)OC1=CC=C(C=C1)OCCN1CCCCC1)C1=CC=C(C=C1)S(=O)(=O)C (6-(4-Methanesulfonyl-phenyl)-5-[4-(2-piperidin-1-yl-ethoxy)-phenoxy]-naphthalen-2-ol Methanesulfonate). As a reaction SMILES: [CH3:1][S:2]([C:5]1[CH:10]=[CH:9][C:8]([C:11]2[C:12]([O:22][C:23]3[CH:28]=[CH:27][C:26]([O:29][CH2:30][CH2:31][N:32]4[CH2:37][CH2:36][CH2:35][CH2:34][CH2:33]4)=[CH:25][CH:24]=3)=[C:13]3[C:18](=[CH:19][CH:20]=2)[CH:17]=[C:16]([OH:21])[CH:15]=[CH:14]3)=[CH:7][CH:6]=1)(=[O:4])=[O:3].[CH3:38][S:39](O)(=[O:41])=[O:40]>C(OCC)(=O)C>[CH3:38][S:39]([O:21][C:16]1[CH:15]=[CH:14][C:13]2[C:18](=[CH:19][CH:20]=[C:11]([C:8]3[CH:7]=[CH:6][C:5]([S:2]([CH3:1])(=[O:4])=[O:3])=[CH:10][CH:9]=3)[C:12]=2[O:22][C:23]2[CH:28]=[CH:27][C:26]([O:29][CH2:30][CH2:31][N:32]3[CH2:37][CH2:36][CH2:35][CH2:34][CH2:33]3)=[CH:25][CH:24]=2)[CH:17]=1)(=[O:41])=[O:40]. Procedure details: Heat approximately 1.0 g of the compound of Example 3 in a solvent mixture consisting of 3 mL of 3A-ethanol and 5 mL ethyl acetate to provide a thin slurry. Add methanesulfonic acid (185 mg) in 1 mL of 3A-ethanol to the hot slurry. Cool and stir for approximately 1 hour upon reaching room temperature. Filter the slurry and rinse with ethyl acetate. Vacuum dry the filter cake at 45° C. over 2-3 days to recover approximately 1.11 g of the title compound. Reactants: p-thiomethylphenyl, FC1=CC=C(C=C1)C(C=C=C(C(=O)OCC)C)(C)C (ethyl 5-(p-fluorophenyl)-2,5-dimethyl-hexa-2,3-dienoate), C(C)(=O)Cl (acetyl chloride), FC1=CC=C(C=C1)C(CC(=O)Cl)(C)C (3-(p-fluorophenyl)-3-methyl-butyryl chloride). The product is FC1=CC=C(C=C1)C(C=C=C(C(=O)O)C)(C)C (5-(p-fluorophenyl)-2,5-dimethyl-hexa-2,3-dienoic acid). Reaction SMILES: C(Cl)(=O)C.FC1C=CC(C(C)(C)CC(Cl)=O)=CC=1.[F:19][C:20]1[CH:25]=[CH:24][C:23]([C:26]([CH3:37])([CH3:36])[CH:27]=[C:28]=[C:29]([CH3:35])[C:30]([O:32]CC)=[O:31])=[CH:22][CH:21]=1>>[F:19][C:20]1[CH:21]=[CH:22][C:23]([C:26]([CH3:37])([CH3:36])[CH:27]=[C:28]=[C:29]([CH3:35])[C:30]([OH:32])=[O:31])=[CH:24][CH:25]=1. Procedure: Repeating the procedure of Example 1, step B, but replacing the p-thiomethylphenyl)-acetyl chloride, used therein, with an approximately equivalent amount of 3-(p-fluorophenyl)-3-methyl-butyryl chloride, there is accordingly obtained ethyl 5-(p-fluorophenyl)-2,5-dimethyl-hexa-2,3-dienoate, which upon treatment according to Example 2, yields 5-(p-fluorophenyl)-2,5-dimethyl-hexa-2,3-dienoic acid, m.p. (72.5° - 75.5°). The reactants are [OH-].[Na+] (NaOH), C(C)OC(C(=CC=1OC(=CC1)C(CC(CCCC(CCCC(C)C)C)C)=O)C)=O (ethyl-2-methyl-3-[5-(1-oxo-3,7,11-trimethyldodecyl)-2-furanyl]-2-propenoate), Cl (hydrochloric acid). The solvent is O (water), C(C)O (ethanol). The product is CC(C(=O)O)=CC=1OC(=CC1)C(CC(CCCC(CCCC(C)C)C)C)=O (2-methyl-3-[5-(1-oxo-3,7,11-trimethyldodecyl)-2-furanyl]-2-propenoic acid). Reaction SMILES: C([O:3][C:4](=[O:29])[C:5]([CH3:28])=[CH:6][C:7]1[O:8][C:9]([C:12](=[O:27])[CH2:13][CH:14]([CH3:26])[CH2:15][CH2:16][CH2:17][CH:18]([CH3:25])[CH2:19][CH2:20][CH2:21][CH:22]([CH3:24])[CH3:23])=[CH:10][CH:11]=1)C.[OH-].[Na+].Cl>C(O)C.O>[CH3:28][C:5](=[CH:6][C:7]1[O:8][C:9]([C:12](=[O:27])[CH2:13][CH:14]([CH3:26])[CH2:15][CH2:16][CH2:17][CH:18]([CH3:25])[CH2:19][CH2:20][CH2:21][CH:22]([CH3:23])[CH3:24])=[CH:10][CH:11]=1)[C:4]([OH:29])=[O:3] |f:1.2|. Procedure details: A mixture of ethyl-2-methyl-3-[5-(1-oxo-3,7,11-trimethyldodecyl)-2-furanyl]-2-propenoate (20.2 g-0.05 mole) in 200 ml ethanol is heated to reflux, 100 ml of 1 N aqueous NaOH is added and the mixture is refluxed for 2 hours, cooled, diluted with water, acidified with 200 ml 1 N aqueous hydrochloric acid and extracted with ether. The ether layer is evaporated to dryness to give 2-methyl-3-[5-(1-oxo-3,7,11-trimethyldodecyl)-2-furanyl]-2-propenoic acid.